describe an organic reaction: reactants, conditions, products, and yield From a dataset of the Open Reaction Database (ORD), a public repository of structured organic reaction records. Procedure: To a solution of 7-[4-(2-butoxyethoxy)phenyl]-1-isobutyl-N-[4-[[(6-methyl-3-pyridinyl)methyl]sulfanyl]phenyl]-2,3-dihydro-1-benzazepine-4-carboxamide (0.20 g) in methylene chloride (6.0 ml) was added dropwise a solution of m-chloroperbenzoic acid (80 mg) in methylene chloride (4.0 ml) at −78° C., and the mixture was stirred for 15 minutes. To the reaction mixture was added an aqueous solution of saturated sodium thiosulfate. The mixture was extracted with ethyl acetate, and the organic layer was... Isolated yield 50.8%. The solvent is C(Cl)Cl (methylene chloride), C(Cl)Cl (methylene chloride). Yields the product C(CCC)OCCOC1=CC=C(C=C1)C=1C=CC2=C(C=C(CCN2CC(C)C)C(=O)NC2=CC=C(C=C2)S(=O)CC=2C=NC(=CC2)C)C1 (7-[4-(2-butoxyethoxy)phenyl]-1-isobutyl-N-[4-[[(6-methyl-3-pyridinyl)methyl]sulfinyl]phenyl]-2,3-dihydro-1-benzazepine-4-carboxamide). Conditions: time 15 minute. RXN SMILES: [CH2:1]([O:5][CH2:6][CH2:7][O:8][C:9]1[CH:14]=[CH:13][C:12]([C:15]2[CH:16]=[CH:17][C:18]3[N:24]([CH2:25][CH:26]([CH3:28])[CH3:27])[CH2:23][CH2:22][C:21]([C:29]([NH:31][C:32]4[CH:37]=[CH:36][C:35]([S:38][CH2:39][C:40]5[CH:41]=[N:42][C:43]([CH3:46])=[CH:44][CH:45]=5)=[CH:34][CH:33]=4)=[O:30])=[CH:20][C:19]=3[CH:47]=2)=[CH:11][CH:10]=1)[CH2:2][CH2:3][CH3:4].ClC1C=CC=C(C(OO)=[O:56])C=1.S([O-])([O-])(=O)=S.[Na+].[Na+]>C(Cl)Cl>[CH2:1]([O:5][CH2:6][CH2:7][O:8][C:9]1[CH:10]=[CH:11][C:12]([C:15]2[CH:16]=[CH:17][C:18]3[N:24]([CH2:25][CH:26]([CH3:27])[CH3:28])[CH2:23][CH2:22][C:21]([C:29]([NH:31][C:32]4[CH:33]=[CH:34][C:35]([S:38]([CH2:39][C:40]5[CH:41]=[N:42][C:43]([CH3:46])=[CH:44][CH:45]=5)=[O:56])=[CH:36][CH:37]=4)=[O:30])=[CH:20][C:19]=3[CH:47]=2)=[CH:13][CH:14]=1)[CH2:2][CH2:3][CH3:4] |f:2.3.4|. Reactants: S(=S)(=O)([O-])[O-].[Na+].[Na+] (sodium thiosulfate), C(CCC)OCCOC1=CC=C(C=C1)C=1C=CC2=C(C=C(CCN2CC(C)C)C(=O)NC2=CC=C(C=C2)SCC=2C=NC(=CC2)C)C1 (7-[4-(2-butoxyethoxy)phenyl]-1-isobutyl-N-[4-[[(6-methyl-3-pyridinyl)methyl]sulfanyl]phenyl]-2,3-dihydro-1-benzazepine-4-carboxamide), ClC1=CC(=CC=C1)C(=O)OO (m-chloroperbenzoic acid). Reactants: FC=1C=C(C=CC1OC1=C2C(=NC=C1)N(N=C2I)CC2=CC=C(C=C2)OC)NC(=O)C=2C(N(N=CC2)C2=CC=C(C=C2)F)=O (N-(3-fluoro-4-(3-iodo-1-(4-methoxybenzyl)-1H-pyrazolo[3,4-b]pyridin-4-yloxy)phenyl)-2-(4-fluorophenyl)-3-oxo-2,3-dihydropyridazine-4-carboxamide), N1(CCOCC1)C(=O)C1=CC=C(C=C1)B(O)O (4-(morpholine-4-carbonyl)phenylboronic acid), C(=O)([O-])[O-].[Na+].[Na+] (Na2CO3). The reagents and catalysts are C=1C=CC(=CC1)[P](C=2C=CC=CC2)(C=3C=CC=CC3)[Pd]([P](C=4C=CC=CC4)(C=5C=CC=CC5)C=6C=CC=CC6)([P](C=7C=CC=CC7)(C=8C=CC=CC8)C=9C=CC=CC9)[P](C=1C=CC=CC1)(C=1C=CC=CC1)C=1C=CC=CC1 (Pd(PPh3)4). The solvent is COCCOC (DME). Conditions: temperature 70 celsius. Yields the product FC=1C=C(C=CC1OC1=C2C(=NC=C1)N(N=C2C2=CC=C(C=C2)C(=O)N2CCOCC2)CC2=CC=C(C=C2)OC)NC(=O)C=2C(N(N=CC2)C2=CC=C(C=C2)F)=O (N-(3-fluoro-4-(1-(4-methoxybenzyl)-3-(4-(morpholine-4-carbonyl)phenyl)-1H-pyrazolo[3,4-b]pyridin-4-yloxy)phenyl)-2-(4-fluorophenyl)-3-oxo-2,3-dihydropyridazine-4-carboxamide). RXN SMILES: [F:1][C:2]1[CH:3]=[C:4]([NH:28][C:29]([C:31]2[C:32](=[O:44])[N:33]([C:37]3[CH:42]=[CH:41][C:40]([F:43])=[CH:39][CH:38]=3)[N:34]=[CH:35][CH:36]=2)=[O:30])[CH:5]=[CH:6][C:7]=1[O:8][C:9]1[CH:14]=[CH:13][N:12]=[C:11]2[N:15]([CH2:19][C:20]3[CH:25]=[CH:24][C:23]([O:26][CH3:27])=[CH:22][CH:21]=3)[N:16]=[C:17](I)[C:10]=12.[N:45]1([C:51]([C:53]2[CH:58]=[CH:57][C:56](B(O)O)=[CH:55][CH:54]=2)=[O:52])[CH2:50][CH2:49][O:48][CH2:47][CH2:46]1.C([O-])([O-])=O.[Na+].[Na+]>COCCOC.C1C=CC([P]([Pd]([P](C2C=CC=CC=2)(C2C=CC=CC=2)C2C=CC=CC=2)([P](C2C=CC=CC=2)(C2C=CC=CC=2)C2C=CC=CC=2)[P](C2C=CC=CC=2)(C2C=CC=CC=2)C2C=CC=CC=2)(C2C=CC=CC=2)C2C=CC=CC=2)=CC=1>[F:1][C:2]1[CH:3]=[C:4]([NH:28][C:29]([C:31]2[C:32](=[O:44])[N:33]([C:37]3[CH:42]=[CH:41][C:40]([F:43])=[CH:39][CH:38]=3)[N:34]=[CH:35][CH:36]=2)=[O:30])[CH:5]=[CH:6][C:7]=1[O:8][C:9]1[CH:14]=[CH:13][N:12]=[C:11]2[N:15]([CH2:19][C:20]3[CH:25]=[CH:24][C:23]([O:26][CH3:27])=[CH:22][CH:21]=3)[N:16]=[C:17]([C:56]3[CH:55]=[CH:54][C:53]([C:51]([N:45]4[CH2:50][CH2:49][O:48][CH2:47][CH2:46]4)=[O:52])=[CH:58][CH:57]=3)[C:10]=12 |f:2.3.4,^1:77,79,98,117|. Reported procedure: To a small round bottom flask was added N-(3-fluoro-4-(3-iodo-1-(4-methoxybenzyl)-1H-pyrazolo[3,4-b]pyridin-4-yloxy)phenyl)-2-(4-fluorophenyl)-3-oxo-2,3-dihydropyridazine-4-carboxamide (30 mg, 0.0425 mmol), 4-(morpholine-4-carbonyl)phenylboronic acid (20.0 mg, 0.0849 mmol), and Pd(PPh3)4 (2.45 mg, 0.00212 mmol) and the mixture was dissolved in 3:1 DME:aqueous 2N Na2CO3 (2 mL). The mixture was stirred at 70° C. until the reaction was determined to be complete by LC/MS (1-18 hours). The reaction m... The reactants are B(F)(F)F.CCOCC (boron trifluoride diethyl etherate), C(C1=CC=CC=C1)O[C@@H]([C@@H](CO[Si](C)(C)C(C)(C)C)NC(C1=CC=CC=C1)(C1=CC=CC=C1)C1=CC=CC=C1)C ((2R,3R)-3-(benzyloxy)-1-{[tert-butyl(dimethyl)silyl]oxy}-N-tritylbutan-2-amine), [OH-].[Na+] (NaOH). Solvent: C(C)(=O)O (acetic acid), C(Cl)Cl (CH2Cl2). Conditions: temperature 0 celsius, time 4 hour. The product is C(C1=CC=CC=C1)O[C@@H]([C@@H](CO[Si](C)(C)C(C)(C)C)N)C ((2R,3R)-3-(benzyloxy)-1-{[tert-butyl(dimethyl)silyl]oxy}butan-2-amine). The yield is 99.9%. As a reaction SMILES: [CH2:1]([O:8][C@H:9]([CH3:40])[C@H:10]([NH:20]C(C1C=CC=CC=1)(C1C=CC=CC=1)C1C=CC=CC=1)[CH2:11][O:12][Si:13]([C:16]([CH3:19])([CH3:18])[CH3:17])([CH3:15])[CH3:14])[C:2]1[CH:7]=[CH:6][CH:5]=[CH:4][CH:3]=1.B(F)(F)F.CCOCC.[OH-].[Na+]>C(Cl)Cl.C(O)(=O)C>[CH2:1]([O:8][C@H:9]([CH3:40])[C@H:10]([NH2:20])[CH2:11][O:12][Si:13]([C:16]([CH3:18])([CH3:17])[CH3:19])([CH3:15])[CH3:14])[C:2]1[CH:7]=[CH:6][CH:5]=[CH:4][CH:3]=1 |f:1.2,3.4|. Procedure details: (2R,3R)-3-(benzyloxy)-1-{[tert-butyl(dimethyl)silyl]oxy}-N-tritylbutan-2-amine (3.26 g, 5.92 mmol) was dissolved in 75 mL of anhydrous CH2Cl2 and 9.6 mL of glacial acetic acid. The reaction mixture was cooled to 0° C. under an atmosphere of N2 and boron trifluoride diethyl etherate (790 μL, 5.92 mmol) was added dropwise over several minutes. After stirring for 4 hours, the reaction mixture was treated with 90 mL of cold, aqueous 10% NaOH solution. The layers were separated and the aqueous portio... Isolated yield 45.0%. Procedure details: Sodium hydride (53%) (1.5 g. excess) is washed with benzene three times by decantation, then dimethyl formamide (100 ml.) is added. To this stirred suspension is added a solution of phthalimide (4.3 g., 0.03 mole) in dimethyl formamide (50 ml.) at such a rate as to keep the temperature below 35° C. A clear solution is obtained and to it is added 1-chloro-4-(2-tetrahydropyranyloxy)nonane (7.8 g. 0.03 mole) and the resulting solution is stirred and heated at 95° C. for 20 hours. The reaction is th... The product is O1C(CCCC1)OC(CCCN1C(C=2C(C1=O)=CC=CC2)=O)CCCCC (N-[4-(2-tetrahydropyranyloxy)nonyl]phthalimide). Reactants: C1(C=2C(C(N1)=O)=CC=CC2)=O (phthalimide), ClCCCC(CCCCC)OC1OCCCC1 (1-chloro-4-(2-tetrahydropyranyloxy)nonane). Solvent: CN(C=O)C (dimethyl formamide). As a reaction SMILES: [C:1]1(=[O:11])[NH:5][C:4](=[O:6])[C:3]2=[CH:7][CH:8]=[CH:9][CH:10]=[C:2]12.Cl[CH2:13][CH2:14][CH2:15][CH:16]([O:22][CH:23]1[CH2:28][CH2:27][CH2:26][CH2:25][O:24]1)[CH2:17][CH2:18][CH2:19][CH2:20][CH3:21]>CN(C)C=O>[O:24]1[CH2:25][CH2:26][CH2:27][CH2:28][CH:23]1[O:22][CH:16]([CH2:17][CH2:18][CH2:19][CH2:20][CH3:21])[CH2:15][CH2:14][CH2:13][N:5]1[C:1](=[O:11])[C:2]2=[CH:10][CH:9]=[CH:8][CH:7]=[C:3]2[C:4]1=[O:6]. Run at temperature 95 celsius. Reactants: COCCOCCOC, CS(=O)(=O)c1ncc2c(n1)NC(=O)N(c1ccccc1Cl)C2, Cl, NC1CCC(O)CC1. The product is O=C1Nc2nc(NC3CCC(O)CC3)ncc2CN1c1ccccc1Cl. As a reaction SMILES: [CH3:32][O:33][CH2:34][CH2:35][O:36][CH2:37][CH2:38][O:39][CH3:40].[Cl:1][c:2]1[c:3]([N:8]2[C:9](=[O:22])[NH:10][c:11]3[n:12][c:13]([S:18]([CH3:19])(=[O:20])=[O:21])[n:14][cH:15][c:16]3[CH2:17]2)[cH:4][cH:5][cH:6][cH:7]1.[ClH:31].[NH2:23][CH:24]1[CH2:25][CH2:26][CH:27]([OH:30])[CH2:28][CH2:29]1>>[Cl:1][c:2]1[c:3]([N:8]2[C:9](=[O:22])[NH:10][c:11]3[n:12][c:13]([NH:23][CH:24]4[CH2:25][CH2:26][CH:27]([OH:30])[CH2:28][CH2:29]4)[n:14][cH:15][c:16]3[CH2:17]2)[cH:4][cH:5][cH:6][cH:7]1.